Dataset: the Open Reaction Database (ORD), a public repository of structured organic reaction records. Task: describe an organic reaction: reactants, conditions, products, and yield Starting materials: CCOC(=O)C(Nc1ccc(C#N)cc1)c1cc(COS(C)(=O)=O)cc(OCC)c1, C1CCNC1, CCN(C(C)C)C(C)C, C1CCOC1. Product: CCOC(=O)C(Nc1ccc(C#N)cc1)c1cc(CN2CCCC2)cc(OCC)c1. As a reaction SMILES: [C:15](#[N:16])[c:17]1[cH:18][cH:19][c:20]([NH:23][CH:24]([C:25](=[O:26])[O:27][CH2:28][CH3:29])[c:30]2[cH:31][c:32]([O:42][CH2:43][CH3:44])[cH:33][c:34]([CH2:36][O:37][S:38]([CH3:39])(=[O:40])=[O:41])[cH:35]2)[cH:21][cH:22]1.[CH2:10]1[CH2:11][CH2:12][NH:13][CH2:14]1.[CH2:1]([N:2]([CH:3]([CH3:4])[CH3:5])[CH:6]([CH3:7])[CH3:8])[CH3:9].[CH2:45]1[O:46][CH2:47][CH2:48][CH2:49]1>>[CH2:10]1[CH2:11][CH2:12][N:13]([CH2:36][c:34]2[cH:33][c:32]([O:42][CH2:43][CH3:44])[cH:31][c:30]([CH:24]([NH:23][c:20]3[cH:19][cH:18][c:17]([C:15]#[N:16])[cH:22][cH:21]3)[C:25](=[O:26])[O:27][CH2:28][CH3:29])[cH:35]2)[CH2:14]1.